This data is from the Open Reaction Database (ORD), a public repository of structured organic reaction records. The task is: describe an organic reaction: reactants, conditions, products, and yield The reactants are C(C)(=O)SCC(C(=O)NC=1C=CC(=NC1)C(=O)OC)C (methyl 5-(2-acetylthiomethyl-propionamido)-picolinate), C(C)(=O)SCC(C(=O)NC1=C(C(=O)OC)C=CC=N1)C (methyl 2-(2-acetylthiomethyl-propionamido)-nicotinate). Yields the product SCC(C(=O)NC=1C=CC(=NC1)C(=O)O)C (5-(2-mercaptomethyl-propionamido)-picolinic acid). Reaction SMILES: C([S:4][CH2:5][CH:6]([CH3:20])[C:7]([NH:9][C:10]1[CH:11]=[CH:12][C:13]([C:16]([O:18]C)=[O:17])=[N:14][CH:15]=1)=[O:8])(=O)C.C(SCC(C)C(NC1N=CC=CC=1C(OC)=O)=O)(=O)C>>[SH:4][CH2:5][CH:6]([CH3:20])[C:7]([NH:9][C:10]1[CH:11]=[CH:12][C:13]([C:16]([OH:18])=[O:17])=[N:14][CH:15]=1)=[O:8]. Procedure: Following the procedure of Example 3, but substituting an equivalent amount of methyl 5-(2-acetylthiomethyl-propionamido)-picolinate, obtained as disclosed in Example 21, for methyl 2-(2-acetylthiomethyl-propionamido)-nicotinate, 5-(2-mercaptomethyl-propionamido)-picolinic acid is obtained; m.p. 175°-177° C., from acetone. Procedure: Following a procedure analogous to that described in Example (2b), 1,3-di-(2-thienyl)-1,3-propanedione was alkylated by reaction with bromoacetic acid ethyl ester to form 3,3-di-(2-thienoyl)-propionic acid ethyl ester, which was reacted with phenylhydrazine in accordance with a procedure analogous to that set out in Example (2c) to form 1-phenyl-3,5-di-(2-thienyl)-pyrazol-4-acetic acid ethyl ester. This substance was saponified by a procedure analogous to that described in Example (1b). 1-Phenyl... The reactants are S1C(=CC=C1)C(CC(=O)C=1SC=CC1)=O (1,3-di-(2-thienyl)-1,3-propanedione), C(C)OC(CBr)=O (bromoacetic acid ethyl ester). As a reaction SMILES: [S:1]1[CH:5]=[CH:4][CH:3]=[C:2]1[C:6](=[O:15])[CH2:7][C:8]([C:10]1[S:11][CH:12]=[CH:13][CH:14]=1)=[O:9].[CH2:16]([O:18][C:19](=[O:22])[CH2:20]Br)[CH3:17]>>[CH2:16]([O:18][C:19](=[O:22])[CH2:20][CH:7]([C:8]([C:10]1[S:11][CH:12]=[CH:13][CH:14]=1)=[O:9])[C:6]([C:2]1[S:1][CH:5]=[CH:4][CH:3]=1)=[O:15])[CH3:17]. Product: C(C)OC(CC(C(=O)C=1SC=CC1)C(=O)C=1SC=CC1)=O (3,3-di-(2-thienoyl)-propionic acid ethyl ester).